This data is from the Open Reaction Database (ORD), a public repository of structured organic reaction records. The task is: describe an organic reaction: reactants, conditions, products, and yield Reactants: FC=1C=C2C3=C(N(C2=CC1)CC1=CC=CC2=CC=CC=C12)C(OC(C3)=O)=O (6-Fluoro-9-naphthalen-1-ylmethyl-4,9-dihydro-pyrano[3,4-b]indole-1,3-dione), NCC(=O)N (glycinamide). The product is C(N)(=O)CNC(=O)CC1=C(N(C2=CC=C(C=C12)F)CC1=CC=CC2=CC=CC=C12)C(=O)O (3-[(Carbamoylmethyl-carbamoyl)-methyl]-5-fluoro-1-naphthalen-1-ylmethyl-1H-indole-2-carboxylic acid). Reaction SMILES: [F:1][C:2]1[CH:3]=[C:4]2[C:8](=[CH:9][CH:10]=1)[N:7]([CH2:11][C:12]1[C:21]3[C:16](=[CH:17][CH:18]=[CH:19][CH:20]=3)[CH:15]=[CH:14][CH:13]=1)[C:6]1[C:22](=[O:27])[O:23][C:24](=[O:26])[CH2:25][C:5]2=1.[NH2:28][CH2:29][C:30]([NH2:32])=[O:31]>>[C:30]([CH2:29][NH:28][C:24]([CH2:25][C:5]1[C:4]2[C:8](=[CH:9][CH:10]=[C:2]([F:1])[CH:3]=2)[N:7]([CH2:11][C:12]2[C:21]3[C:16](=[CH:17][CH:18]=[CH:19][CH:20]=3)[CH:15]=[CH:14][CH:13]=2)[C:6]=1[C:22]([OH:23])=[O:27])=[O:26])(=[O:31])[NH2:32]. Procedure details: 6-Fluoro-9-naphthalen-1-ylmethyl-4,9-dihydro-pyrano[3,4-b]indole-1,3-dione (from example 34.1.) was ring opened with glycinamide at 22° C. to give the title compound as a colorless gum. MS: 432.3 ([M−H]−). Procedure details: 3-(1-adamantyl)-4-methoxyphenylboronic acid (150 mg, 0.32 mmol), 6-bromo-2-naphtalenyl trifluoromethanesulphonate (93 mg, 0.26 mmol), K3PO4 (222 mg, 1.05 mmol), KBr (34 mg, 0.29 mmol) and THF (2 ml) were introduced into a Schlenk tube. Next, the reaction mixture was deoxygenated (3 froze/thaw cycles). Next, Pd(PPh3)4 (15 mg, 0.013 mmol) was added and the mixture was again deoxygenated (2 froze/thaw cycles). After heating at reflux for 18 h, the mixture was brought at room temperature and was dil... The reagents and catalysts are C=1C=CC(=CC1)[P](C=2C=CC=CC2)(C=3C=CC=CC3)[Pd]([P](C=4C=CC=CC4)(C=5C=CC=CC5)C=6C=CC=CC6)([P](C=7C=CC=CC7)(C=8C=CC=CC8)C=9C=CC=CC9)[P](C=1C=CC=CC1)(C=1C=CC=CC1)C=1C=CC=CC1 (Pd(PPh3)4). Yields the product C12(CC3CC(CC(C1)C3)C2)C=2C=C(C=CC2OC)C=2C=C3C=CC(=CC3=CC2)Br (6-[3-(1-adamantyl)-4-methoxyphenyl]-2-bromonaphthalene). Reactants: C12(CC3CC(CC(C1)C3)C2)C=2C=C(C=CC2OC)B(O)O (3-(1-adamantyl)-4-methoxyphenylboronic acid), FC(S(=O)(=O)OC1=CC2=CC=C(C=C2C=C1)Br)(F)F (6-bromo-2-naphtalenyl trifluoromethanesulphonate), [O-]P(=O)([O-])[O-].[K+].[K+].[K+] (K3PO4), [K+].[Br-] (KBr). RXN SMILES: [C:1]12([C:11]3[CH:12]=[C:13](B(O)O)[CH:14]=[CH:15][C:16]=3[O:17][CH3:18])[CH2:10][CH:5]3[CH2:6][CH:7]([CH2:9][CH:3]([CH2:4]3)[CH2:2]1)[CH2:8]2.FC(F)(F)S(O[C:28]1[CH:37]=[CH:36][C:35]2[C:30](=[CH:31][CH:32]=[C:33]([Br:38])[CH:34]=2)[CH:29]=1)(=O)=O.[O-]P([O-])([O-])=O.[K+].[K+].[K+].[K+].[Br-]>C(Cl)(Cl)Cl.C1C=CC([P]([Pd]([P](C2C=CC=CC=2)(C2C=CC=CC=2)C2C=CC=CC=2)([P](C2C=CC=CC=2)(C2C=CC=CC=2)C2C=CC=CC=2)[P](C2C=CC=CC=2)(C2C=CC=CC=2)C2C=CC=CC=2)(C2C=CC=CC=2)C2C=CC=CC=2)=CC=1.C1COCC1>[C:1]12([C:11]3[CH:12]=[C:13]([C:28]4[CH:29]=[C:30]5[C:35](=[CH:36][CH:37]=4)[CH:34]=[C:33]([Br:38])[CH:32]=[CH:31]5)[CH:14]=[CH:15][C:16]=3[O:17][CH3:18])[CH2:10][CH:5]3[CH2:6][CH:7]([CH2:9][CH:3]([CH2:4]3)[CH2:2]1)[CH2:8]2 |f:2.3.4.5,6.7,^1:58,60,79,98|. Run in C(Cl)(Cl)Cl (CHCl3), C1CCOC1 (THF). Procedure details: A 5,6,7,8-tetrahydroquinoline (0.01 mole) in the solvent indicated (approx. 15 ml) at 0° C. under nitrogen was treated with an alkyl lithium or a lithium amide (0.01 mole). To this solution of the 5,6,7,8-tetrahydro-8-lithioquinoline was added, at around 0° C. under nitrogen, the silyl isothiocyanate (0.01 mole) and the mixture was stirred 15 minutes. H2O (10 ml) and 2N HCl (15 ml) were added and the acid layer was separated and washed with ethyl acetate. The aqueous solution was basified (Na2CO... Solvent: O (H2O). The product is N1=CC=CC=2CCCC(C12)C(N)=S (5,6,7,8-tetrahydroquinoline-8-thiocarboxamide). Reactants: Cl (HCl), N1=CC=CC=2CCCCC12 (5,6,7,8-tetrahydroquinoline), [Li]C1CCCC=2C=CC=NC12 (5,6,7,8-tetrahydro-8-lithioquinoline), [SiH3]N=C=S (silyl isothiocyanate), alkyl lithium, [NH2-].[Li+] (lithium amide). As a reaction SMILES: [N:1]1[C:10]2[CH2:9][CH2:8][CH2:7][CH2:6][C:5]=2[CH:4]=[CH:3][CH:2]=1.[NH2-].[Li+].[Li]C1C2N=CC=CC=2CCC1.[SiH3][N:25]=[C:26]=[S:27].Cl>O>[N:1]1[C:10]2[CH:9]([C:26](=[S:27])[NH2:25])[CH2:8][CH2:7][CH2:6][C:5]=2[CH:4]=[CH:3][CH:2]=1 |f:1.2|. The reactants are Et(iPr)2N, C(C1=CC=CC=C1)OC(=O)N1CC(CCCC1)CNC1=CC=CC=C1 (3-Phenylaminomethyl-azepane-1-carboxylic acid benzyl ester), C(CC)(=O)Cl (propionyl chloride). Run in C(Cl)Cl (CH2Cl2). Run at temperature 0 celsius. The product is C(C1=CC=CC=C1)OC(=O)N1CC(CCCC1)CN(C(CC)=O)C1=CC=CC=C1 (3-[(Phenyl-propionyl-amino)-methyl]-azepane-1-carboxylic acid benzyl ester). Yield: 72.0%. Reaction SMILES: [CH2:1]([O:8][C:9]([N:11]1[CH2:17][CH2:16][CH2:15][CH2:14][CH:13]([CH2:18][NH:19][C:20]2[CH:25]=[CH:24][CH:23]=[CH:22][CH:21]=2)[CH2:12]1)=[O:10])[C:2]1[CH:7]=[CH:6][CH:5]=[CH:4][CH:3]=1.[C:26](Cl)(=[O:29])[CH2:27][CH3:28]>C(Cl)Cl>[CH2:1]([O:8][C:9]([N:11]1[CH2:17][CH2:16][CH2:15][CH2:14][CH:13]([CH2:18][N:19]([C:20]2[CH:25]=[CH:24][CH:23]=[CH:22][CH:21]=2)[C:26](=[O:29])[CH2:27][CH3:28])[CH2:12]1)=[O:10])[C:2]1[CH:3]=[CH:4][CH:5]=[CH:6][CH:7]=1. Procedure details: Et(iPr)2N (0.24 mL, 1.38 mmol) was added to a stirring solution of crude 3-phenylaminomethyl-azepane-1-carboxylic acid benzyl ester (148) in CH2Cl2 (2.3 mL) under N2. The reaction was cooled to 0° C. in an ice bath, then propionyl chloride (0.22 mL, 2.53 mmol) was added dropwise. The reaction was allowed to warm to room temperature overnight. The reaction was then judged complete by TLC. It was concentrated in vacuo and EtOAc and 10% NaOH (aq) were added. The organic layer was dried over sodium ... Starting materials: ClCCl, ClP(Cl)Cl, [Na+], [Na+], O=C([O-])[O-], COc1ccc(-c2nc(C)c(-c3cccnc3)n2O)cc1OC. The product is COc1ccc(-c2nc(C)c(-c3cccnc3)[nH]2)cc1OC. As a reaction SMILES: [CH2:34]([Cl:35])[Cl:36].[Cl:24][P:25]([Cl:26])[Cl:27].[Na+:28].[Na+:29].[O-:30][C:31](=[O:32])[O-:33].[OH:1][n:2]1[c:3](-[c:14]2[cH:15][c:16]([O:22][CH3:23])[c:17]([O:20][CH3:21])[cH:18][cH:19]2)[n:4][c:5]([CH3:13])[c:6]1-[c:7]1[cH:8][n:9][cH:10][cH:11][cH:12]1>>[nH:2]1[c:3](-[c:14]2[cH:15][c:16]([O:22][CH3:23])[c:17]([O:20][CH3:21])[cH:18][cH:19]2)[n:4][c:5]([CH3:13])[c:6]1-[c:7]1[cH:8][n:9][cH:10][cH:11][cH:12]1. The reactants are CC(C)C(=O)Nc1cccc(C2CCNCC2)c1, O=C(CCCCCCl)c1ccccc1F, [I-], [K+], [K+], [Na+], O=C([O-])[O-]. Yields the product CC(C)C(=O)Nc1cccc(C2CCN(CCCCCC(=O)c3ccccc3F)CC2)c1. As a reaction SMILES: [CH3:24][CH:25]([C:26](=[O:27])[NH:28][c:29]1[cH:30][c:31]([CH:35]2[CH2:36][CH2:37][NH:38][CH2:39][CH2:40]2)[cH:32][cH:33][cH:34]1)[CH3:41].[Cl:9][CH2:10][CH2:11][CH2:12][CH2:13][CH2:14][C:15](=[O:16])[c:17]1[c:18]([F:23])[cH:19][cH:20][cH:21][cH:22]1.[I-:7].[K+:1].[K+:2].[Na+:8].[O-:3][C:4]([O-:5])=[O:6]>>[CH2:10]([CH2:11][CH2:12][CH2:13][CH2:14][C:15](=[O:16])[c:17]1[c:18]([F:23])[cH:19][cH:20][cH:21][cH:22]1)[N:38]1[CH2:37][CH2:36][CH:35]([c:31]2[cH:30][c:29]([NH:28][C:26]([CH:25]([CH3:24])[CH3:41])=[O:27])[cH:34][cH:33][cH:32]2)[CH2:40][CH2:39]1. Starting materials: O[C@]1(C[C@@H](OCC1)C)C1=CC(=CC=C1)Br ((2S,4R)-4-hydroxy-4-(3-bromophenyl)-2-methyltetrahydropyran), [Si](C)(C)(C(C)(C)C)Cl (tert-butyldimethylsilyl chloride). The product is [Si](C)(C)(C(C)(C)C)O[C@]1(C[C@@H](OCC1)C)C1=CC(=CC=C1)Br ((2S,4R)-4-(tert-butyldimethylsilyloxy)-4-(3-bromophenyl)-2-methyltetrahydropyran). Isolated yield 78.0%. Reaction SMILES: [OH:1][C@:2]1([C:9]2[CH:14]=[CH:13][CH:12]=[C:11]([Br:15])[CH:10]=2)[CH2:7][CH2:6][O:5][C@@H:4]([CH3:8])[CH2:3]1.[Si:16](Cl)([C:19]([CH3:22])([CH3:21])[CH3:20])([CH3:18])[CH3:17]>>[Si:16]([O:1][C@:2]1([C:9]2[CH:14]=[CH:13][CH:12]=[C:11]([Br:15])[CH:10]=2)[CH2:7][CH2:6][O:5][C@@H:4]([CH3:8])[CH2:3]1)([C:19]([CH3:22])([CH3:21])[CH3:20])([CH3:18])[CH3:17]. Procedure: Using an analogous procedure to that described in the portion of Example 18 which is concerned with the preparation of starting materials, the 4-(3-bromophenyl)-2-methyltetrahydropyran so obtained was reacted with tert-butyldimethylsilyl chloride to give (2S,4R)-4-(tert-butyldimethylsilyloxy)-4-(3-bromophenyl)-2-methyltetrahydropyran in 78% yield as an oil. The product is CN(C)CC1=C(c2cccc(O)c2)c2cc3ccccc3nc2CC1. Starting materials: COc1cccc(C2=C(CN(C)C)CCc3nc4ccccc4cc32)c1, CSCCC(N)C(=O)O, CS(=O)(=O)O. Reaction SMILES: [CH3:1][O:2][c:3]1[cH:4][c:5]([C:9]2=[C:10]([CH2:23][N:24]([CH3:25])[CH3:26])[CH2:11][CH2:12][c:13]3[n:14][c:15]4[cH:16][cH:17][cH:18][cH:19][c:20]4[cH:21][c:22]32)[cH:6][cH:7][cH:8]1.[CH3:27][S:28][CH2:29][CH2:30][CH:31]([C:32](=[O:33])[OH:34])[NH2:35].[CH3:36][S:37](=[O:38])(=[O:39])[OH:40]>>[OH:2][c:3]1[cH:4][c:5]([C:9]2=[C:10]([CH2:23][N:24]([CH3:25])[CH3:26])[CH2:11][CH2:12][c:13]3[n:14][c:15]4[cH:16][cH:17][cH:18][cH:19][c:20]4[cH:21][c:22]32)[cH:6][cH:7][cH:8]1. The reactants are ClC1=C(C=NC2=CC=C(N=C12)Cl)C(=O)OCC (Ethyl 4,6-dichloro-1,5-naphthyridine-3-carboxylate), NC1=CC(=C(C=C1)N1CCN(CC1)C(=O)OC(C)(C)C)C(F)(F)F (tert-butyl 4-(4-amino-2-(trifluoromethyl)phenyl)piperazine-1-carboxylate), C([O-])([O-])=O.[K+].[K+] (potassium carbonate). Solvent: ClCCl (dichloromethane), C(C)(C)(C)O (tert-butanol). Run at time 24 hour. Yields the product C(C)(C)(C)OC(=O)N1CCN(CC1)C1=C(C=C(C=C1)NC1=C(C=NC2=CC=C(N=C12)Cl)C(=O)OC)C(F)(F)F (Methyl 4-((4-(4-(tert-butoxycarbonyl)piperazin-1-yl)-3-(trifluoromethyl)phenyl)amino)-6-chloro-1,5-naphthyridine-3-carboxylate). The yield is 70.1%. Reaction SMILES: Cl[C:2]1[C:11]2[C:6](=[CH:7][CH:8]=[C:9]([Cl:12])[N:10]=2)[N:5]=[CH:4][C:3]=1[C:13]([O:15][CH2:16]C)=[O:14].[NH2:18][C:19]1[CH:24]=[CH:23][C:22]([N:25]2[CH2:30][CH2:29][N:28]([C:31]([O:33][C:34]([CH3:37])([CH3:36])[CH3:35])=[O:32])[CH2:27][CH2:26]2)=[C:21]([C:38]([F:41])([F:40])[F:39])[CH:20]=1.C(=O)([O-])[O-].[K+].[K+]>ClCCl.C(O)(C)(C)C>[C:34]([O:33][C:31]([N:28]1[CH2:27][CH2:26][N:25]([C:22]2[CH:23]=[CH:24][C:19]([NH:18][C:2]3[C:11]4[C:6](=[CH:7][CH:8]=[C:9]([Cl:12])[N:10]=4)[N:5]=[CH:4][C:3]=3[C:13]([O:15][CH3:16])=[O:14])=[CH:20][C:21]=2[C:38]([F:40])([F:41])[F:39])[CH2:30][CH2:29]1)=[O:32])([CH3:37])([CH3:35])[CH3:36] |f:2.3.4|. Procedure: Ethyl 4,6-dichloro-1,5-naphthyridine-3-carboxylate (0.5 g, 1.84 mmol) and tert-butyl 4-(4-amino-2-(trifluoromethyl)phenyl)piperazine-1-carboxylate (0.766 g, 2.22 mmol) were dissolved in a mixture of dichloromethane (5 mL) and tert-butanol (5 mL), to the system added potassium carbonate (0.612 g, 4.43 mmol). The reaction mixture was stirred at room temperature for 24 h, suction filtrated, the solid was washed with 30 mL of dichloromethane, and the resulting wash solution and the filtrate were com...